This data is from the Open Reaction Database (ORD), a public repository of structured organic reaction records. The task is: describe an organic reaction: reactants, conditions, products, and yield The reactants are O=C([O-])O, O=C(Cl)C(=O)Cl, CC(C)(C#N)c1cccc(C(=O)O)c1Cl, Nc1cc(Oc2ccc3nc(NC(=O)C4CC4)sc3n2)c(Cl)cc1F, [Na+], C1CCOC1. Yields the product CC(C)(C#N)c1cccc(C(=O)Nc2cc(Oc3ccc4nc(NC(=O)C5CC5)sc4n3)c(Cl)cc2F)c1Cl. RXN SMILES: [C:47](=[O:48])([O-:49])[OH:50].[Cl:16][C:17]([C:18]([Cl:19])=[O:20])=[O:21].[Cl:1][c:2]1[c:3]([C:4](=[O:5])[OH:6])[cH:7][cH:8][cH:9][c:10]1[C:11]([CH3:12])([CH3:13])[C:14]#[N:15].[NH2:22][c:23]1[c:24]([F:46])[cH:25][c:26]([Cl:45])[c:27]([O:28][c:29]2[cH:30][cH:31][c:32]3[c:33]([n:34]2)[s:35][c:36]([NH:38][C:39](=[O:40])[CH:41]2[CH2:42][CH2:43]2)[n:37]3)[cH:44]1.[Na+:51].[O:52]1[CH2:53][CH2:54][CH2:55][CH2:56]1>>[Cl:1][c:2]1[c:3]([C:4](=[O:6])[NH:22][c:23]2[c:24]([F:46])[cH:25][c:26]([Cl:45])[c:27]([O:28][c:29]3[cH:30][cH:31][c:32]4[c:33]([n:34]3)[s:35][c:36]([NH:38][C:39](=[O:40])[CH:41]3[CH2:42][CH2:43]3)[n:37]4)[cH:44]2)[cH:7][cH:8][cH:9][c:10]1[C:11]([CH3:12])([CH3:13])[C:14]#[N:15]. Starting materials: COc1ccc(-c2nc(COc3ccc(S(=O)(=O)Cl)cc3)co2)cc1, CN(C)c1ccncc1, CC(C)c1nnc(N)s1, c1ccncc1. Yields the product COc1ccc(-c2nc(COc3ccc(S(=O)(=O)Nc4nnc(C(C)C)s4)cc3)co2)cc1. As a reaction SMILES: [CH3:1][O:2][c:3]1[cH:4][cH:5][c:6](-[c:9]2[o:10][cH:11][c:12]([CH2:14][O:15][c:16]3[cH:17][cH:18][c:19]([S:22](=[O:23])(=[O:24])[Cl:25])[cH:20][cH:21]3)[n:13]2)[cH:7][cH:8]1.[CH3:41][N:42]([CH3:43])[c:44]1[cH:45][cH:46][n:47][cH:48][cH:49]1.[CH:26]([CH3:27])([CH3:28])[c:29]1[n:30][n:31][c:32]([NH2:34])[s:33]1.[cH:35]1[cH:36][cH:37][n:38][cH:39][cH:40]1>>[CH3:1][O:2][c:3]1[cH:4][cH:5][c:6](-[c:9]2[o:10][cH:11][c:12]([CH2:14][O:15][c:16]3[cH:17][cH:18][c:19]([S:22](=[O:23])(=[O:24])[NH:34][c:32]4[n:31][n:30][c:29]([CH:26]([CH3:27])[CH3:28])[s:33]4)[cH:20][cH:21]3)[n:13]2)[cH:7][cH:8]1.